This data is from the Open Reaction Database (ORD), a public repository of structured organic reaction records. The task is: describe an organic reaction: reactants, conditions, products, and yield Reactants: ClC=1C=C(CSC2=NC(=CC(N2)=O)C=C2C(NC(S2)=S)=O)C=CC1Cl (5-(2-(3,4-dichlorobenzylthio)pyrimidin-4-on-6-ylmethylidene)rhodanine), CC=1NC(=C(CC1C(=O)OCC)C(=O)OCC)C (diethyl 2,6-dimethyl-1,4-dihydro-3,5-pyridine dicarboxylate). Run in C1(=CC=CC=C1)C (toluene). Conditions: temperature 80 celsius. Product: ClC=1C=C(CSC2=NC=CC(=N2)C=C2C(NC(S2)=S)=O)C=CC1Cl (5-(2-(3,4-Dichlorobenzylthio)pyrimidin-4-ylmethylidene)rhodanine). Isolated yield 8.8%. As a reaction SMILES: [Cl:1][C:2]1[CH:3]=[C:4]([CH:22]=[CH:23][C:24]=1[Cl:25])[CH2:5][S:6][C:7]1[NH:12][C:11](=O)[CH:10]=[C:9]([CH:14]=[C:15]2[S:19][C:18](=[S:20])[NH:17][C:16]2=[O:21])[N:8]=1.CC1NC(C)=C(C(OCC)=O)CC=1C(OCC)=O>C1(C)C=CC=CC=1>[Cl:1][C:2]1[CH:3]=[C:4]([CH:22]=[CH:23][C:24]=1[Cl:25])[CH2:5][S:6][C:7]1[N:8]=[C:9]([CH:14]=[C:15]2[S:19][C:18](=[S:20])[NH:17][C:16]2=[O:21])[CH:10]=[CH:11][N:12]=1. Reported procedure: To a stirred suspension of 5-(2-(3,4-dichlorobenzylthio)pyrimidin-4-ylmethylidene)rhodanine (Example 25, 0.3 mmol) in toluene (5 mL) was added diethyl 2,6-dimethyl-1,4-dihydro-3,5-pyridine dicarboxylate (109 mg, 0.39 mmol) and 0.3 g of activated silica gel. The mixture was heated to 80° C. for 20 h then filtered while warm. The filter cake was rinsed with ethyl acetate and the combined filtrates were evaporated to dryness. The residue was redissolved in ethyl acetate and extracted with 1 N aqueo... Reactants: NC1=C(C=C(C=C1)CC(=O)O)OC ((4-amino-3-methoxyphenyl)acetic acid), C(OCC)(OCC)OCC (triethyl orthoformate), [N-]=[N+]=[N-].[Na+] (sodium azide). Solvent: CC(=O)O (HOAc). Conditions: temperature 100 celsius. Yields the product COC=1C=C(C=CC1N1N=NN=C1)CC(=O)O ([3-methoxy-4-(1H-tetrazol-1-yl)phenyl]acetic acid). As a reaction SMILES: [NH2:1][C:2]1[CH:7]=[CH:6][C:5]([CH2:8][C:9]([OH:11])=[O:10])=[CH:4][C:3]=1[O:12][CH3:13].[CH:14](OCC)(OCC)OCC.[N-:24]=[N+:25]=[N-:26].[Na+]>CC(O)=O>[CH3:13][O:12][C:3]1[CH:4]=[C:5]([CH2:8][C:9]([OH:11])=[O:10])[CH:6]=[CH:7][C:2]=1[N:1]1[CH:14]=[N:26][N:25]=[N:24]1 |f:2.3|. Reported procedure: A solution (4-amino-3-methoxyphenyl)acetic acid (1.63 g, 9.006 mmol) and triethyl orthoformate (4.0 g, 27.018 mmol) in 100 mL of HOAc was added sodium azide (644 mg, 9.907 mmol) and heated to 100° C. overnight. The solvent was removed under vacuum. The residue was dissolved in EtOAc, washed with water, dried over anhydrous sodium sulfate, and concentrated to give [3-methoxy-4-(1H-tetrazol-1-yl)phenyl]acetic acid, which was used for next step without purification. Reactants: C1CCOC1, CC(=O)O, COc1cc(C(C)=O)ccc1O, c1ccncc1. Yields the product COc1cc(C(C)=O)ccc1OC(C)=O. RXN SMILES: [CH2:23]1[O:24][CH2:25][CH2:26][CH2:27]1.[CH3:19][C:20]([OH:21])=[O:22].[CH3:1][C:2](=[O:3])[c:4]1[cH:5][c:6]([O:7][CH3:8])[c:9]([OH:10])[cH:11][cH:12]1.[cH:13]1[cH:14][cH:15][n:16][cH:17][cH:18]1>>[CH3:1][C:2](=[O:3])[c:4]1[cH:5][c:6]([O:7][CH3:8])[c:9]([O:10][C:20]([CH3:19])=[O:21])[cH:11][cH:12]1.